From a dataset of the Open Reaction Database (ORD), a public repository of structured organic reaction records. describe an organic reaction: reactants, conditions, products, and yield Starting materials: [N+](=O)([O-])C=1C=CC(=NC1)CCCC#N (4-(5-nitropyridin-2-yl)butanenitrile), [NH4+].[Cl-] (NH4Cl). Reagents/catalysts: [Fe] (Iron). Solvent: O (water), CO (CH3OH). Run at temperature 90 celsius, time 1 hour. The product is NC=1C=CC(=NC1)CCCC#N (4-(5-aminopyridin-2-yl)butanenitrile). Isolated yield 74.7%. RXN SMILES: [N+:1]([C:4]1[CH:5]=[CH:6][C:7]([CH2:10][CH2:11][CH2:12][C:13]#[N:14])=[N:8][CH:9]=1)([O-])=O.[NH4+].[Cl-]>O.CO.[Fe]>[NH2:1][C:4]1[CH:5]=[CH:6][C:7]([CH2:10][CH2:11][CH2:12][C:13]#[N:14])=[N:8][CH:9]=1 |f:1.2|. Procedure: A mixture of compound 77 (158 mg, 0.83 mmol), NH4Cl (666 mg, 12 mmol) and Iron Powder (463 mg, 8.3 mmol) in water (5 mL) and CH3OH (5 mL) was stirred at 90° C. for 1 h. After cooling, the reaction mixture was filtered and the solid was washed by DCM. The filtrates were separated, the organic layer was washed with brine, dried over Na2SO4 and concentrated to dryness to give compound 78 (100 mg, 75%) as a light yellow oil. 1H NMR (400 MHz, CDCl3) δ8.04 (s, 1H), 6.90-7.00 (m, 2H), 3.53 (br s, 2H), ...